The task is: describe an organic reaction: reactants, conditions, products, and yield. This data is from the Open Reaction Database (ORD), a public repository of structured organic reaction records. Reactants: compound, [N+](=O)([O-])C1=CC=C(COC(=O)N=C(NCC(=O)NC2CN(C2)C(=O)OC(C)(C)C)NC(=O)OCC2=CC=C(C=C2)[N+](=O)[O-])C=C1 (tert-Butyl 3-[[2,3-di(4-nitrobenzyloxycarbonyl)guanidino]acetylamino]-1-azetidinecarboxylate), FC(C(=O)O)(F)F (trifluoroacetic acid). The solvent is ClCCl (dichloromethane). Reaction conditions: time 1 hour. The product is FC(C(=O)O)(F)F.[N+](=O)([O-])C1=CC=C(COC(=O)N=C(NCC(=O)NC2CNC2)NC(=O)OCC2=CC=C(C=C2)[N+](=O)[O-])C=C1 (3-[[2,3-di(4-nitrobenzyloxycarbonyl)guanidino]acetylamino]azetidine trifluoroacetate). Reaction SMILES: [N+:1]([C:4]1[CH:45]=[CH:44][C:7]([CH2:8][O:9][C:10]([N:12]=[C:13]([NH:30][C:31]([O:33][CH2:34][C:35]2[CH:40]=[CH:39][C:38]([N+:41]([O-:43])=[O:42])=[CH:37][CH:36]=2)=[O:32])[NH:14][CH2:15][C:16]([NH:18][CH:19]2[CH2:22][N:21](C(OC(C)(C)C)=O)[CH2:20]2)=[O:17])=[O:11])=[CH:6][CH:5]=1)([O-:3])=[O:2].[F:46][C:47]([F:52])([F:51])[C:48]([OH:50])=[O:49]>ClCCl>[F:46][C:47]([F:52])([F:51])[C:48]([OH:50])=[O:49].[N+:1]([C:4]1[CH:45]=[CH:44][C:7]([CH2:8][O:9][C:10]([N:12]=[C:13]([NH:30][C:31]([O:33][CH2:34][C:35]2[CH:36]=[CH:37][C:38]([N+:41]([O-:43])=[O:42])=[CH:39][CH:40]=2)=[O:32])[NH:14][CH2:15][C:16]([NH:18][CH:19]2[CH2:22][NH:21][CH2:20]2)=[O:17])=[O:11])=[CH:6][CH:5]=1)([O-:3])=[O:2] |f:3.4|. Reported procedure: To a solution of the compound (1.92 g), which had been obtained in (1), in anhydrous dichloromethane (10 ml), trifluoroacetic acid (5 ml) was added under ice cooling. The resulting mixture was stirred for one hour, followed by concentration under reduced pressure. The residue was washed with hexane-ether, followed by evaporation of the solvent, whereby 2.78 g of the title target compound were obtained. The product was provided for the subsequent step without purification. Reactants: O=C(O)CCC(=O)O, O=Cc1cccc(OCCOC(=O)c2ccccc2)c1, CC(=O)O[BH-](OC(C)=O)OC(C)=O, c1cc(NC2CCNC2)c2ccncc2c1, [Na+], C1CCOC1. Product: O=C(OCCOc1cccc(CN2CCC(Nc3cccc4cnccc34)C2)c1)c1ccccc1. Reaction SMILES: [C:1]([OH:2])(=[O:3])[CH2:4][CH2:5][C:6]([OH:7])=[O:8].[C:25]([c:26]1[cH:27][cH:28][cH:29][cH:30][cH:31]1)(=[O:32])[O:33][CH2:34][CH2:35][O:36][c:37]1[cH:38][c:39]([CH:43]=[O:44])[cH:40][cH:41][cH:42]1.[C:45]([O:46][BH-:47]([O:48][C:49](=[O:50])[CH3:51])[O:52][C:53](=[O:54])[CH3:55])(=[O:56])[CH3:57].[NH:9]1[CH2:10][CH:11]([NH:14][c:15]2[c:16]3[cH:17][cH:18][n:19][cH:20][c:21]3[cH:22][cH:23][cH:24]2)[CH2:12][CH2:13]1.[Na+:58].[O:59]1[CH2:60][CH2:61][CH2:62][CH2:63]1>>[N:9]1([CH2:43][c:39]2[cH:38][c:37]([O:36][CH2:35][CH2:34][O:33][C:25]([c:26]3[cH:27][cH:28][cH:29][cH:30][cH:31]3)=[O:32])[cH:42][cH:41][cH:40]2)[CH2:10][CH:11]([NH:14][c:15]2[c:16]3[cH:17][cH:18][n:19][cH:20][c:21]3[cH:22][cH:23][cH:24]2)[CH2:12][CH2:13]1. Reactants: BrC=1C(=C2C(=NC1)NC(=N2)C2=CC=C(C=C2)CN)N2CCN(CC2)CC=2C=NC=CC2 ((4-(6-bromo-7-(4-(pyridin-3-ylmethyl)piperazin-1-yl)-3H-imidazo[4,5-b]pyridin-2-yl)phenyl)methanamine), BrC=1C(=C2C(=NC1)NC(=N2)C2=CC=C(C=C2)N2CCN(CC2)C(=O)OC(C)(C)C)N2CCN(CC2)CC=2C=NC=CC2 (tert-butyl 4-(4-(6-bromo-7-(4-(pyridin-3-ylmethyl)piperazin-1-yl)-3H-imidazo[4,5-b]pyridin-2-yl)phenyl)piperazine-1-carboxylate), C(=O)(C(F)(F)F)O (TFA). Solvent: C(Cl)Cl (CH2Cl2). Yields the product BrC=1C(=C2C(=NC1)NC(=N2)C2=CC=C(C=C2)N2CCNCC2)N2CCN(CC2)CC=2C=NC=CC2 (6-Bromo-2-(4-(piperazin-1-yl)phenyl)-7-(4-(pyridin-3-ylmethyl)piperazin-1-yl)-3H-imidazo[4,5-b]pyridine). Isolated yield 75.0%. As a reaction SMILES: BrC1C(N2CCN(CC3C=NC=CC=3)CC2)=C2N=C(C3C=CC(CN)=CC=3)NC2=NC=1.[Br:32][C:33]1[C:34]([N:61]2[CH2:66][CH2:65][N:64]([CH2:67][C:68]3[CH:69]=[N:70][CH:71]=[CH:72][CH:73]=3)[CH2:63][CH2:62]2)=[C:35]2[N:41]=[C:40]([C:42]3[CH:47]=[CH:46][C:45]([N:48]4[CH2:53][CH2:52][N:51](C(OC(C)(C)C)=O)[CH2:50][CH2:49]4)=[CH:44][CH:43]=3)[NH:39][C:36]2=[N:37][CH:38]=1.C(O)(C(F)(F)F)=O>C(Cl)Cl>[Br:32][C:33]1[C:34]([N:61]2[CH2:62][CH2:63][N:64]([CH2:67][C:68]3[CH:69]=[N:70][CH:71]=[CH:72][CH:73]=3)[CH2:65][CH2:66]2)=[C:35]2[N:41]=[C:40]([C:42]3[CH:43]=[CH:44][C:45]([N:48]4[CH2:53][CH2:52][NH:51][CH2:50][CH2:49]4)=[CH:46][CH:47]=3)[NH:39][C:36]2=[N:37][CH:38]=1. Procedure: This was prepared using the same procedure as for (4-(6-bromo-7-(4-(pyridin-3-ylmethyl)piperazin-1-yl)-3H-imidazo[4,5-b]pyridin-2-yl)phenyl)methanamine, but here using tert-butyl 4-(4-(6-bromo-7-(4-(pyridin-3-ylmethyl)piperazin-1-yl)-3H-imidazo[4,5-b]pyridin-2-yl)phenyl)piperazine-1-carboxylate (16 mg, 0.025 mmol), TFA (0.25 mL) and CH2Cl2 (1 mL). The same purification procedure gave the desired product (10 mg, 75%) as a pale yellow solid; δH (500 MHz, DMSO-d6) 2.50 (hidden by DMSO peak, 2H, pip... Starting materials: ClC(Cl)Cl, O=C(OO)c1cccc(Cl)c1, Fc1cnc2cccnc2c1, [Na+], [Na+], O=S([O-])([O-])=S. The product is [O-][n+]1cccc2ncc(F)cc21. As a reaction SMILES: [CH:30]([Cl:31])([Cl:32])[Cl:33].[Cl:12][c:13]1[cH:14][cH:15][cH:16][c:17]([C:18]([O:19][OH:21])=[O:20])[cH:22]1.[F:1][c:2]1[cH:3][n:4][c:5]2[cH:6][cH:7][cH:8][n:9][c:10]2[cH:11]1.[Na+:28].[Na+:29].[S:23]([O-:24])([O-:25])(=[O:26])=[S:27]>>[F:1][c:2]1[cH:3][n:4][c:5]2[cH:6][cH:7][cH:8][n+:9]([O-:20])[c:10]2[cH:11]1. Starting materials: FC1=CC=C(C(=C1C#N)NC1=NC=CC=C1)[N+](=O)[O-] (6-Fluoro-3-nitro-2-(pyridin-2-ylamino)benzonitrile), [Cl-].[NH4+] (ammonium chloride). The reagents and catalysts are [Fe] (iron). Solvent: CO (methanol), O (water). Product: NC=1C(=C(C#N)C(=CC1)F)NC1=NC=CC=C1 (3-Amino-6-fluoro-2-(pyridin-2-ylamino)benzonitrile). The yield is 54.3%. As a reaction SMILES: [F:1][C:2]1[C:7]([C:8]#[N:9])=[C:6]([NH:10][C:11]2[CH:16]=[CH:15][CH:14]=[CH:13][N:12]=2)[C:5]([N+:17]([O-])=O)=[CH:4][CH:3]=1.[Cl-].[NH4+]>CO.O.[Fe]>[NH2:17][C:5]1[C:6]([NH:10][C:11]2[CH:16]=[CH:15][CH:14]=[CH:13][N:12]=2)=[C:7]([C:2]([F:1])=[CH:3][CH:4]=1)[C:8]#[N:9] |f:1.2|. Reported procedure: 6-Fluoro-3-nitro-2-(pyridin-2-ylamino)benzonitrile (1.3 g, 5.0 mmol), iron powder (1.12 g, 20.1 mmol), and ammonium chloride (1.55 g, 30.2 mmol) in methanol (20 mL) and water (7 mL) were heated at 90° C. for 3 h. The reaction mixture was filtered and the filtrate concentrated in vacuo. The residue was dissolved in water and extracted with EtOAc (3×40 mL). The combined organic extracts were washed with brine, dried (MgSO4) and concentrated in vacuo to yield the title compound as a yellow solid (6... Reactants: C(C)OC(=O)C=1C=NC2=C(C=CC=C2C1Cl)C(F)(F)F (4-chloro-8-trifluoromethyl-quinoline-3-carboxylic acid ethyl ester), NC=1C=C(C=CC1)B(O)O (3-aminophenylboronic acid). Yields the product NC=1C=C(C=CC1)C1=C(C=NC2=C(C=CC=C12)C(F)(F)F)C(=O)OCC (ETHYL 4-(3-AMINOPHENYL)-8-(TRIFLUOROMETHYL)QUINOLINE-3-CARBOXYLATE). As a reaction SMILES: [CH2:1]([O:3][C:4]([C:6]1[CH:7]=[N:8][C:9]2[C:14]([C:15]=1Cl)=[CH:13][CH:12]=[CH:11][C:10]=2[C:17]([F:20])([F:19])[F:18])=[O:5])[CH3:2].[NH2:21][C:22]1[CH:23]=[C:24](B(O)O)[CH:25]=[CH:26][CH:27]=1>>[NH2:21][C:22]1[CH:27]=[C:26]([C:15]2[C:14]3[C:9](=[C:10]([C:17]([F:20])([F:19])[F:18])[CH:11]=[CH:12][CH:13]=3)[N:8]=[CH:7][C:6]=2[C:4]([O:3][CH2:1][CH3:2])=[O:5])[CH:25]=[CH:24][CH:23]=1. Procedure: The title compound was prepared from 4-chloro-8-trifluoromethyl-quinoline-3-carboxylic acid ethyl ester and 3-aminophenylboronic acid according to the procedure of Example 1. MS (ES) m/z 361.0;